The task is: describe an organic reaction: reactants, conditions, products, and yield. This data is from the Open Reaction Database (ORD), a public repository of structured organic reaction records. Starting materials: Cc1ccc(C=O)cc1Br, Cc1ccccc1, O, OCCO, Cc1ccc(S(=O)(=O)O)cc1. Product: Cc1ccc(C2OCCO2)cc1Br. As a reaction SMILES: [Br:1][c:2]1[cH:3][c:4]([CH:5]=[O:6])[cH:7][cH:8][c:9]1[CH3:10].[CH3:27][c:28]1[cH:29][cH:30][cH:31][cH:32][cH:33]1.[OH2:26].[OH:11][CH2:12][CH2:13][OH:14].[c:15]1([CH3:16])[cH:17][cH:18][c:19]([S:20]([OH:21])(=[O:22])=[O:23])[cH:24][cH:25]1>>[Br:1][c:2]1[cH:3][c:4]([CH:5]2[O:6][CH2:13][CH2:12][O:11]2)[cH:7][cH:8][c:9]1[CH3:10].